Task: describe an organic reaction: reactants, conditions, products, and yield. Dataset: the Open Reaction Database (ORD), a public repository of structured organic reaction records The reactants are resultant mixture, Cl.NC(=N)N (Guanidine hydrochloride), FC1=CC=C(C=O)C=C1 (4-Fluorobenzaldehyde), CC(C(CC(=O)OC)=O)C (methyl 4-methyl-3-oxo-pentanoate), C([O-])([O-])=O.[K+].[K+] (Potassium carbonate). Run in CN(C)C=O (DMF). Run at temperature 70 celsius. Product: NC=1NC(C(=C(N1)C1=CC=C(C=C1)F)C(=O)OC)C(C)C (Methyl 2-amino-4-(4-fluorophenyl)-6-isopropyl-1,6-dihydropyrimidine-5-carboxylate). The yield is 55.0%. Reaction SMILES: Cl.[NH2:2][C:3]([NH2:5])=[NH:4].[F:6][C:7]1[CH:14]=[CH:13][C:10]([CH:11]=O)=[CH:9][CH:8]=1.[CH3:15][CH:16]([CH3:24])[C:17](=O)[CH2:18][C:19]([O:21][CH3:22])=[O:20].C(=O)([O-])[O-].[K+].[K+]>CN(C=O)C>[NH2:4][C:3]1[NH:5][CH:17]([CH:16]([CH3:24])[CH3:15])[C:18]([C:19]([O:21][CH3:22])=[O:20])=[C:11]([C:10]2[CH:13]=[CH:14][C:7]([F:6])=[CH:8][CH:9]=2)[N:2]=1 |f:0.1,4.5.6|. Procedure details: Guanidine hydrochloride (12.1 g), 4-Fluorobenzaldehyde (7.0 g), methyl 4-methyl-3-oxo-pentanoate (8.9 g) and DMF (150 ml) were charged to a vessel equipped with a condenser and connected to a nitrogen line. The resultant mixture was stirred until a clear solution was obtained. Potassium carbonate (17.5 g) is charged and the mixture heated to 70° C. for 3 hours. The reaction mixture was cooled to ambient temperature and filtered. It contained methyl 2-amino-4-(4-fluorophenyl)-6-isopropyl-1,6-dihy... Starting materials: C1(CC1)C[C@@H](CO)NC(OCC1=CC=CC=C1)=O ((S)-benzyl 1-cyclopropyl-3-hydroxypropan-2-ylcarbamate), [H-].[Na+] (sodium hydride). Solvent: CN(C)C=O (DMF). Conditions: time 30 minute. The product is C1(CC1)C[C@@H]1NC(OC1)=O ((S)-4-(cyclopropylmethyl)oxazolidin-2-one). Isolated yield 76.6%. RXN SMILES: [CH:1]1([CH2:4][C@H:5]([NH:8][C:9](=[O:18])[O:10][CH2:11]C2C=CC=CC=2)CO)[CH2:3][CH2:2]1.[H-].[Na+]>CN(C=O)C>[CH:1]1([CH2:4][C@H:5]2[CH2:11][O:10][C:9](=[O:18])[NH:8]2)[CH2:2][CH2:3]1 |f:1.2|. Procedure: To a stirred solution of (S)-benzyl 1-cyclopropyl-3-hydroxypropan-2-ylcarbamate (0.734 g, 2.94 mmol) in DMF (15 mL) was added sodium hydride (0.177 g, 4.42 mmol) at 0° C. The mixture was then stirred at ambient temperature for 30 minutes. The solvent was concentrated and the residue distributed between water and EtOAc. The combined organic extracts were dried (phase separator silicone treated filter paper), concentrated to provide (S)-4-(cyclopropylmethyl)oxazolidin-2-one (0.318 g, 76% yield) as... Reactants: CCCC(C)Oc1nc(N)c2nc(OC)n(CCC3CCCN(CC)C3)c2n1, CCCC(C)Oc1nc(N)c2nc(OC)n(CCC3CCNCC3)c2n1, CCI. Product: CCCC(C)Oc1nc(N)c2nc(OC)n(CCC3CCN(CC)CC3)c2n1. RXN SMILES: [CH2:1]([CH3:2])[N:3]1[CH2:4][CH2:5][CH2:6][CH:7]([CH2:8][CH2:9][n:10]2[c:11]([O:12][CH3:13])[n:14][c:15]3[c:16]2[n:17][c:18]([O:19][CH:20]([CH3:21])[CH2:22][CH2:23][CH3:24])[n:25][c:26]3[NH2:27])[CH2:28]1.[CH3:29][CH:30]([CH2:31][CH2:32][CH3:33])[O:34][c:35]1[n:36][c:37]([NH2:54])[c:38]2[n:39][c:40]([O:52][CH3:53])[n:41]([CH2:44][CH2:45][CH:46]3[CH2:47][CH2:48][NH:49][CH2:50][CH2:51]3)[c:42]2[n:43]1.[I:55][CH2:56][CH3:57]>>[CH2:1]([CH3:2])[N:49]1[CH2:48][CH2:47][CH:46]([CH2:45][CH2:44][n:41]2[c:40]([O:52][CH3:53])[n:39][c:38]3[c:37]([NH2:54])[n:36][c:35]([O:34][CH:30]([CH3:29])[CH2:31][CH2:32][CH3:33])[n:43][c:42]32)[CH2:51][CH2:50]1. The reactants are O[C@@H]1[C@H](O)[C@H](O)[C@H](O1)CO (α-D-ribofuranose), O[C@H]1[C@H](O)[C@H](O)[C@H](O1)CO (β-D-ribofuranose). The product is O=C[C@H](O)[C@H](O)[C@H](O)CO (D-ribose). RXN SMILES: [OH:1][C@H:2]1[O:8][C@H:7]([CH2:9][OH:10])[C@@H:5]([OH:6])[C@H:3]1[OH:4].O[C@@H]1O[C@H](CO)[C@@H](O)[C@H]1O>>[O:1]=[CH:2][C@@H:3]([C@@H:5]([C@@H:7]([CH2:9][OH:10])[OH:8])[OH:6])[OH:4]. Procedure details: α-D-ribofuranose; β-D-ribofuranose The reactants are COC(C1=CC=C(C=C1)CN)=O (methyl-4-(aminomethyl)benzoate), C(C1=CC=CC=C1)=O (benzaldehyde), [BH4-].[Na+] (NaBH4). The solvent is CCO (EtOH). Conditions: time 10 hour. Yields the product COC(=O)C1=CC=C(CNCC2=CC=CC=C2)C=C1 (N-(4-methoxycarbonylbenzyl)benzylamine). Yield: 32.4%. Reaction SMILES: [CH3:1][O:2][C:3](=[O:12])[C:4]1[CH:9]=[CH:8][C:7]([CH2:10][NH2:11])=[CH:6][CH:5]=1.[CH:13](=O)[C:14]1[CH:19]=[CH:18][CH:17]=[CH:16][CH:15]=1.[BH4-].[Na+]>CCO>[CH3:1][O:2][C:3]([C:4]1[CH:9]=[CH:8][C:7]([CH2:10][NH:11][CH2:13][C:14]2[CH:19]=[CH:18][CH:17]=[CH:16][CH:15]=2)=[CH:6][CH:5]=1)=[O:12] |f:2.3|. Reported procedure: A mixture of methyl-4-(aminomethyl)benzoate (50 g, 0.302 mol) and benzaldehyde (32 g, 0.302 mol) in EtOH (1 L) was refluxed for 5 h. After cooling to r.t, NaBH4 (11.5 g, 0.302 mol) was added portionwise. The reaction mixture was stirred at r.t. for 10 h. The solvent was removed under reduced pressure and the compound was purified by acid-base work up to give N-(4-methoxycarbonylbenzyl)benzylamine (25 g, 33%). The reactants are N(=O)[O-].[Na+] (sodium nitrite), Br (HBr), CN1CCN(CC1)C1=C(N)C=CC=C1 (2-(4-methylpiperazin-1-yl)-aniline), Br (hydrobromic acid), [OH-].[Na+] (sodium hydroxide). Reagents/catalysts: [Cu](Br)Br (copper (II) bromide). The solvent is O (water). Reaction conditions: temperature 22.5 celsius. Yields the product BrC1=C(C=CC=C1)N1CCN(CC1)C (1-bromo-2-(4-methylpiperazin-1-yl)benzene), oil. Reaction SMILES: [CH3:1][N:2]1[CH2:7][CH2:6][N:5]([C:8]2[CH:14]=[CH:13][CH:12]=[CH:11][C:9]=2N)[CH2:4][CH2:3]1.N([O-])=O.[Na+].[OH-].[Na+].[BrH:21]>O.[Cu](Br)Br>[Br:21][C:9]1[CH:11]=[CH:12][CH:13]=[CH:14][C:8]=1[N:5]1[CH2:6][CH2:7][N:2]([CH3:1])[CH2:3][CH2:4]1 |f:1.2,3.4|. Reported procedure: A solution of 2-(4-methylpiperazin-1-yl)-aniline (23.77 grams, 0.124 mol) in 80 mL of 48% hydrobromic acid was cooled to 20° C. and treated with a solution of sodium nitrite (8.6 grams, 0.124 mol) in 35 mL of water while maintaining a temperature of 20-25° C. To this was added a solution of copper (II) bromide (3.5 grams, 0.024 mol) in 12 mL of 48% HBr. The mixture was heated to 85° C. for approximately 30 minutes, poured over crushed ice in a large beaker and neutralized with dilute aqueous sod... Reactants: Br, CC(=O)O, CCc1ccc(CO)cc1, O. Yields the product CCc1ccc(CBr)cc1. As a reaction SMILES: [BrH:1].[C:13]([OH:14])(=[O:15])[CH3:16].[CH2:2]([CH3:3])[c:4]1[cH:5][cH:6][c:7]([CH2:8][OH:9])[cH:10][cH:11]1.[OH2:12]>>[Br:1][CH2:8][c:7]1[cH:6][cH:5][c:4]([CH2:2][CH3:3])[cH:11][cH:10]1. Reactants: COC(CCSCC(C(C)O)O)=O (6,7-dihydroxy-4-thiaoctanoic acid methyl ester), Cl (hydrochloric acid), Example 44, C[O-].[Na+] (sodium methylate). Run in CO (methanol), O (water). Isolated yield 73.0%. Yields the product OC(CSCCC(=O)O)C(C)O (6,7-dihydroxy-4-thiaoctanoic acid). Procedure details: 6,7-dihydroxy-4-thiaoctanoic acid methyl ester as obtained in Reference Example 44 (1.47 g) was dissolved in a mixture of methanol (20 ml) and water (1 ml). To this solution, sodium methylate (1.5 ml) was added under ice cooling conditions, followed by stirring at room temperature for 1 day. To the reaction mixture, 1N hydrochloric acid was added, and the mixture was extracted with ethyl acetate; the solvent was distilled off under reduced pressure to yield the title compound (1.00 g, yield 73%)... Reaction conditions: time 1 day. Reaction SMILES: C[O:2][C:3](=[O:13])[CH2:4][CH2:5][S:6][CH2:7][CH:8]([OH:12])[CH:9]([OH:11])[CH3:10].C[O-].[Na+].Cl>CO.O>[OH:12][CH:8]([CH:9]([OH:11])[CH3:10])[CH2:7][S:6][CH2:5][CH2:4][C:3]([OH:13])=[O:2] |f:1.2|. Reactants: CC(C(=O)Cl)(C)C (trimethylacetyl chloride), cuprous iodide, Grignard reagent, FC1=C(C=CC(=C1)Cl)C (2-fluoro-4-chlorotoluene), [Mg] (magnesium), [Cl-].[NH4+] (ammonium chloride). Run in O1CCCC1 (tetrahydrofuran), N1=CC=CC=C1 (pyridine), O1CCCC1 (THF). Reaction conditions: temperature -40 celsius, time 3 hour. The product is FC=1C=C(C=CC1C)C1C=CN(C=C1)C(C(C)(C)C)=O (4-(3-Fluoro-4-methylphenyl)-1-trimethylacetyl-1,4-dihydropyridine). As a reaction SMILES: [CH3:1][C:2]([CH3:7])([CH3:6])[C:3](Cl)=[O:4].[F:8][C:9]1[CH:14]=[C:13](Cl)[CH:12]=[CH:11][C:10]=1[CH3:16].[Mg].[Cl-].[NH4+:19]>O1CCCC1.N1C=CC=CC=1>[F:8][C:9]1[CH:14]=[C:13]([CH:9]2[CH:14]=[CH:13][N:19]([C:3](=[O:4])[C:2]([CH3:7])([CH3:6])[CH3:1])[CH:11]=[CH:10]2)[CH:12]=[CH:11][C:10]=1[CH3:16] |f:3.4|. Procedure details: To a solution of 45 ml pyridine in 800 ml tetrahydrofuran (THF) was added dropwise 50 ml trimethylacetyl chloride. The mixture was stirred 3 hrs. at room temperature, 4.0 g cuprous iodide was added, and the mixture stirred for 1 hr. longer. The mixture was then cooled to -40° C. and a Grignard reagent prepared from 45 ml 2-fluoro-4-chlorotoluene and 10 g magnesium in 300 ml THF was added dropwise The reaction mixture was stirred overnight at room temperature, ammonium chloride solution added, an... The reactants are NC=1C=CC2=C(N(C(CCC2(C)C)=O)CC)C1 (8-Amino-1-ethyl-5,5-dimethyl-1,3,4,5-tetrahydro-benzo[b]azepin-2-one), ClC1=NC=C(C(=N1)NC1=C(C(=O)N)C=CC=C1C)Cl (2-(2,5-Dichloro-pyrimidin-4-ylamino)-3-methyl-benzamide). The product is ClC=1C(=NC(=NC1)NC=1C=CC2=C(NC(CCC2(C)C)=O)C1)NC1=C(C(=O)N)C=CC=C1C (2-[5-Chloro-2-(5,5-dimethyl-2-oxo-2,3,4,5-tetrahydro-1H-benzo[b]azepin-8-ylamino)-pyrimidin-4-ylamino]-3-methyl-benzamide), solid. Yield: 2.4%. As a reaction SMILES: [NH2:1][C:2]1[CH:3]=[CH:4][C:5]2[C:11]([CH3:13])([CH3:12])[CH2:10][CH2:9][C:8](=[O:14])[N:7](CC)[C:6]=2[CH:17]=1.Cl[C:19]1[N:24]=[C:23]([NH:25][C:26]2[C:34]([CH3:35])=[CH:33][CH:32]=[CH:31][C:27]=2[C:28]([NH2:30])=[O:29])[C:22]([Cl:36])=[CH:21][N:20]=1>>[Cl:36][C:22]1[C:23]([NH:25][C:26]2[C:34]([CH3:35])=[CH:33][CH:32]=[CH:31][C:27]=2[C:28]([NH2:30])=[O:29])=[N:24][C:19]([NH:1][C:2]2[CH:3]=[CH:4][C:5]3[C:11]([CH3:12])([CH3:13])[CH2:10][CH2:9][C:8](=[O:14])[NH:7][C:6]=3[CH:17]=2)=[N:20][CH:21]=1. Procedure details: The title compound was prepared with a procedure analogous to that used to prepare example 381 by combining 8-Amino-1-ethyl-5,5-dimethyl-1,3,4,5-tetrahydro-benzo[b]azepin-2-one and 2-(2,5-Dichloro-pyrimidin-4-ylamino)-3-methyl-benzamide to yield an off-white solid (2.4%). LCMS: m/z=465.15 (M+H+), 1H NMR (400 MHz, CDCl3) δ 8.51 (s, 1H), 8.05 (s, 1H), 7.46 (m, 4H), 7.20 (m, 2H), 7.04 (s, 1H), 6.74 (d, 1H, J=8.6 Hz), 6.23 (bs, 1H), 5.81 (bs, 1H), 2.36 (m, 2H), 2.27 (s, 3H), 2.06 (m, 2H), 1.36 (s, 6...